From a dataset of the Open Reaction Database (ORD), a public repository of structured organic reaction records. describe an organic reaction: reactants, conditions, products, and yield Starting materials: ClCC(F)(F)F (1-chloro-2,2,2-trifluoroethane), C(C1=CC=CC=C1)S (benzyl mercaptan), [OH-].[Na+] (sodium hydroxide), aqueous solution. Reagents/catalysts: [Br-].C(CCCCCCCCCCCCCCC)[P+](CCCC)(CCCC)CCCC (hexadecyl tributyl phosphonium bromide). Reaction conditions: temperature 70 celsius. Yields the product FC(CSCC1=CC=CC=C1)(F)F (2,2,2-trifluoroethylthiomethylbenzene). Isolated yield 84.0%. Reaction SMILES: Cl[CH2:2][C:3]([F:6])([F:5])[F:4].[CH2:7]([SH:14])[C:8]1[CH:13]=[CH:12][CH:11]=[CH:10][CH:9]=1.[OH-].[Na+]>[Br-].C([P+](CCCC)(CCCC)CCCC)CCCCCCCCCCCCCCC>[F:4][C:3]([F:6])([F:5])[CH2:2][S:14][CH2:7][C:8]1[CH:13]=[CH:12][CH:11]=[CH:10][CH:9]=1 |f:2.3,4.5|. Reported procedure: A mixture of 1-chloro-2,2,2-trifluoroethane (20 g), benzyl mercaptan (12.4 g, 99% strength), sodium hydroxide (22.0 g of a 22% aqueous solution) and hexadecyl tributyl phosphonium bromide (0.51 g) was charged to a resealable Carius tube under a nitrogen atmosphere and heated at 70° C. for 10 hours. The tube was then cooled to 0° C., unsealed and the contents separated into two layers. The lower organic layer was collected, washed with water and purified by short path distillation to give 2,2,2-t... Starting materials: C(C)N(CCCOC1=CC=C(C=C1)N)CC (4-(3-diethylamino-propoxy)-phenylamine), FC1=CC=C2C(C(NC2=C1)=O)=CO (6-fluoro-3-hydroxymethylene-1,3-dihydro-indol-2-one). The product is C(C)N(CCCOC1=CC=C(C=C1)NC=C1C(NC2=CC(=CC=C12)F)=O)CC (3-{[4-(3-Diethylamino-propoxy)-phenylamino]-methylene}-6-fluoro-1,3-dihydro-indol-2-one). Yield: 61.4%. Reaction SMILES: [CH2:1]([N:3]([CH2:15][CH3:16])[CH2:4][CH2:5][CH2:6][O:7][C:8]1[CH:13]=[CH:12][C:11]([NH2:14])=[CH:10][CH:9]=1)[CH3:2].[F:17][C:18]1[CH:26]=[C:25]2[C:21]([C:22](=[CH:28]O)[C:23](=[O:27])[NH:24]2)=[CH:20][CH:19]=1>>[CH2:15]([N:3]([CH2:1][CH3:2])[CH2:4][CH2:5][CH2:6][O:7][C:8]1[CH:9]=[CH:10][C:11]([NH:14][CH:28]=[C:22]2[C:21]3[C:25](=[CH:26][C:18]([F:17])=[CH:19][CH:20]=3)[NH:24][C:23]2=[O:27])=[CH:12][CH:13]=1)[CH3:16]. Procedure details: In a manner similar to that described in Example 231, 4-(3-diethylamino-propoxy)-phenylamine (5 g, 1.3 equiv.) and 6-fluoro-3-hydroxymethylene-1,3-dihydro-indol-2-one (3.12 g, 17.4 mmol, 1 equiv.) are reacted to give the named compound as a yellow solid (4.1 g, 61%). Reactants: CC(CCC=1NC2=CC=CC=C2C1)C (2-(3-methyl-n-butyl) indole), C(=O)(O)C=1C=C2C=C(NC2=CC1)CCC(=C)C (5-carboxy-2-(2-methyl-1-buten-4-yl) indole). Product: C(=O)(O)C=1C=C2C=C(NC2=CC1)CCC(C)C (5-carboxy-2-(3-methyl-n-butyl) indole). RXN SMILES: CC(C)CCC1NC2C(C=1)=CC=CC=2.[C:15]([C:18]1[CH:19]=[C:20]2[C:24](=[CH:25][CH:26]=1)[NH:23][C:22]([CH2:27][CH2:28][C:29]([CH3:31])=[CH2:30])=[CH:21]2)([OH:17])=[O:16]>>[C:15]([C:18]1[CH:19]=[C:20]2[C:24](=[CH:25][CH:26]=1)[NH:23][C:22]([CH2:27][CH2:28][CH:29]([CH3:31])[CH3:30])=[CH:21]2)([OH:17])=[O:16]. Procedure: Refer to 28b) using 5-carboxy-2-(2-methyl-1-buten-4-yl) indole as the starting material. The reactants are solution, [H-].C(C(C)C)[Al+]CC(C)C (diisobutylaluminum hydride), O (water), ketone, CC(C)C=1C(CC(=CCCC(=CCCC(=CC1)C)C)C)=O (2-(1-methylethyl)-5,9,13-trimethyl-2,4,8,12-cyclotetradecatetraene-1-on). Solvent: C1(=CC=CC=C1)C (toluene), C1(=CC=CC=C1)C (toluene). Conditions: temperature -70 celsius, time 1 hour. Yields the product C/C/1=C\CC/C(=C/C=C(\[C@H](C/C(=C/CC1)/C)O)/C(C)C)/C (Sarcophytol A). The yield is 90.3%. As a reaction SMILES: [CH3:1][CH:2]([C:4]1[C:5](=[O:21])[CH2:6][C:7]([CH3:20])=[CH:8][CH2:9][CH2:10][C:11]([CH3:19])=[CH:12][CH2:13][CH2:14][C:15]([CH3:18])=[CH:16][CH:17]=1)[CH3:3].[H-].C([Al+]CC(C)C)C(C)C.O>C1(C)C=CC=CC=1>[CH3:19][C:11]1=[CH:12][CH2:13][CH2:14][C:15]([CH3:18])=[CH:16][CH:17]=[C:4]([CH:2]([CH3:1])[CH3:3])[C@@H:5]([OH:21])[CH2:6][C:7]([CH3:20])=[CH:8][CH2:9][CH2:10]1 |f:1.2|. Procedure details: Under argon atmosphere, to a solution of the ketone, 2-(1-methylethyl)-5,9,13-trimethyl-2,4,8,12-cyclotetradecatetraene-1-on (137 mg, 0.48 mmol) prepared in Reference Example 8 in dry toluene (25 ml) is dropwise added a 1 M solution of diisobutylaluminum hydride in toluene (0.6 ml) while stirring on a refrigerant bath at -70° C. After 1 hour, disappearance of the starting compound is confirmed. To the mixture is added water (0.25 ml) and the mixture is stirred enough after removing the bath. The... As a reaction SMILES: [Br:23][c:24]1[cH:25][c:26]([O:27][CH2:28][C:29](=[O:30])[NH2:31])[cH:32][cH:33][cH:34]1.[CH3:41][CH2:42][OH:43].[Na+:35].[Na+:36].[O-:37][C:38](=[O:39])[O-:40].[OH:1][CH:2]([CH:3]([O:4][c:5]1[cH:6][cH:7][c:8]([B:11]([OH:12])[OH:13])[cH:9][cH:10]1)[CH3:14])[CH2:15][CH2:16][c:17]1[cH:18][n:19][cH:20][cH:21][cH:22]1.[cH:44]1[cH:45][cH:46][c:47]([P:48]([Pd:49]([P:50]([c:51]2[cH:52][cH:53][cH:54][cH:55][cH:56]2)([c:57]2[cH:58][cH:59][cH:60][cH:61][cH:62]2)[c:63]2[cH:64][cH:65][cH:66][cH:67][cH:68]2)([P:69]([c:70]2[cH:71][cH:72][cH:73][cH:74][cH:75]2)([c:76]2[cH:77][cH:78][cH:79][cH:80][cH:81]2)[c:82]2[cH:83][cH:84][cH:85][cH:86][cH:87]2)[P:88]([c:89]2[cH:90][cH:91][cH:92][cH:93][cH:94]2)([c:95]2[cH:96][cH:97][cH:98][cH:99][cH:100]2)[c:101]2[cH:102][cH:103][cH:104][cH:105][cH:106]2)([c:107]2[cH:108][cH:109][cH:110][cH:111][cH:112]2)[c:113]2[cH:114][cH:115][cH:116][cH:117][cH:118]2)[cH:119][cH:120]1>>[OH:1][CH:2]([CH:3]([O:4][c:5]1[cH:6][cH:7][c:8](-[c:24]2[cH:25][c:26]([O:27][CH2:28][C:29](=[O:30])[NH2:31])[cH:32][cH:33][cH:34]2)[cH:9][cH:10]1)[CH3:14])[CH2:15][CH2:16][c:17]1[cH:18][n:19][cH:20][cH:21][cH:22]1. The product is CC(Oc1ccc(-c2cccc(OCC(N)=O)c2)cc1)C(O)CCc1cccnc1. The reactants are NC(=O)COc1cccc(Br)c1, CCO, [Na+], [Na+], O=C([O-])[O-], CC(Oc1ccc(B(O)O)cc1)C(O)CCc1cccnc1, c1ccc(P(c2ccccc2)(c2ccccc2)[Pd](P(c2ccccc2)(c2ccccc2)c2ccccc2)(P(c2ccccc2)(c2ccccc2)c2ccccc2)P(c2ccccc2)(c2ccccc2)c2ccccc2)cc1.